Dataset: the Open Reaction Database (ORD), a public repository of structured organic reaction records. Task: describe an organic reaction: reactants, conditions, products, and yield The reactants are Cl (HCl), BrC=1C=CC(=NC1C(=O)OC(C)(C)C)N1CC2=C(C=CC=C2C(C1)(C)C)C(=O)OC (methyl 2-(5-bromo-6-(tert-butoxycarbonyl)pyridin-2-yl)-4,4-dimethyl-1,2,3,4-tetrahydroisoquinoline-8-carboxylate), [Li+].[OH-] (LiOH). Solvent: O (water), C(C)(=O)OCC (ethyl acetate), O1CCCC1 (tetrahydrofuran), O (water). Run at time 8 hour. The product is BrC=1C=CC(=NC1C(=O)OC(C)(C)C)N1CC2=C(C=CC=C2C(C1)(C)C)C(=O)O (2-(5-bromo-6-(tert-butoxycarbonyl)pyridin-2-yl)-4,4-dimethyl-1,2,3,4-tetrahydroisoquinoline-8-carboxylic acid). Reaction SMILES: [Br:1][C:2]1[CH:3]=[CH:4][C:5]([N:15]2[CH2:24][C:23]([CH3:26])([CH3:25])[C:22]3[C:17](=[C:18]([C:27]([O:29]C)=[O:28])[CH:19]=[CH:20][CH:21]=3)[CH2:16]2)=[N:6][C:7]=1[C:8]([O:10][C:11]([CH3:14])([CH3:13])[CH3:12])=[O:9].[Li+].[OH-].Cl>O1CCCC1.O.C(OCC)(=O)C>[Br:1][C:2]1[CH:3]=[CH:4][C:5]([N:15]2[CH2:24][C:23]([CH3:26])([CH3:25])[C:22]3[C:17](=[C:18]([C:27]([OH:29])=[O:28])[CH:19]=[CH:20][CH:21]=3)[CH2:16]2)=[N:6][C:7]=1[C:8]([O:10][C:11]([CH3:14])([CH3:13])[CH3:12])=[O:9] |f:1.2|. Procedure: To an ambient solution of EXAMPLE 14A (245 mg) in tetrahydrofuran (2.1 mL) was added a solution of LiOH (30.9 mg) in water (0.52 mL). The reaction was stirred overnight, diluted with 2 mL water and 2 mL ethyl acetate, and acidified to pH ˜3 with 10% aqueous HCl solution. The layers were separated, and the aqueous layer was extracted with additional ethyl acetate (2×8 mL). The combined organic layers were dried with anhydrous sodium sulfate, filtered and concentrated under reduced pressure to pro...